This data is from the Open Reaction Database (ORD), a public repository of structured organic reaction records. The task is: describe an organic reaction: reactants, conditions, products, and yield Reactants: COC=1C=C(C(=O)N)C=CC1OC (3,4-dimethoxybenzamide), ClC(C(=O)OCC)C(=O)C (ethyl α-chloroacetoacetate), N (ammonia), COC=1C=C(C=CC1OC)C=1SC(=C(N1)C)C(=O)OCC (ethyl 2-(3,4-dimethoxyphenyl)-4-methylthiazole-5carboxylate). Run in C(CCC)O (n-butyl alcohol), C(C)O (ethanol). Run at time 7 day. The product is COC=1C=C(C=CC1OC)C=1SC(=C(N1)C)C(=O)N (2-(3,4-dimethoxyphenyl)-4-methylthiazole-5-carboxamide). The yield is 65.0%. Reaction SMILES: N.[CH3:2][O:3][C:4]1[CH:5]=[C:6]([C:12]2[S:13][C:14]([C:18]([O:20]CC)=O)=[C:15]([CH3:17])[N:16]=2)[CH:7]=[CH:8][C:9]=1[O:10][CH3:11].COC1C=C(C=CC=1OC)C([NH2:30])=O.ClC(C(C)=O)C(OCC)=O>C(O)CCC.C(O)C>[CH3:2][O:3][C:4]1[CH:5]=[C:6]([C:12]2[S:13][C:14]([C:18]([NH2:30])=[O:20])=[C:15]([CH3:17])[N:16]=2)[CH:7]=[CH:8][C:9]=1[O:10][CH3:11]. Reported procedure: Into a mixed solution of 50 ml of aqueous 28% ammonia and 450 ml of ethanol, 15.4 g of ethyl 2-(3,4-dimethoxyphenyl)-4-methylthiazole-5carboxylate which had been prepared by heating a mixture of 3,4-dimethoxybenzamide, ethyl α-chloroacetoacetate and n-butyl alcohol under a reflux for 5 hours was dissolved, and the solution was left at room temperature for 7 days. After condensing the solution to solid under a reduced pressure, the thus obtained residue was recrystallized from an aqueous ethanoli... Reactants: O=C([O-])O, CC(=O)O[BH-](OC(C)=O)OC(C)=O, CC(C)C=O, O=[SH](=O)N(CC1CCNCC1)C1CN(C(c2ccc(Cl)cc2)c2ccc(Cl)cc2)C1, ClCCl, [Na+], [Na+]. Product: CC(C)CN1CCC(CN(C2CN(C(c3ccc(Cl)cc3)c3ccc(Cl)cc3)C2)[SH](=O)=O)CC1. As a reaction SMILES: [C:50](=[O:51])([O-:52])[OH:53].[C:6]([O:7][BH-:8]([O:9][C:10](=[O:11])[CH3:12])[O:13][C:14](=[O:15])[CH3:16])(=[O:17])[CH3:18].[CH:1]([CH:2]([CH3:3])[CH3:4])=[O:5].[Cl:20][c:21]1[cH:22][cH:23][c:24]([CH:27]([N:28]2[CH2:29][CH:30]([N:32]([SH:33](=[O:34])=[O:35])[CH2:36][CH:37]3[CH2:38][CH2:39][NH:40][CH2:41][CH2:42]3)[CH2:31]2)[c:43]2[cH:44][cH:45][c:46]([Cl:49])[cH:47][cH:48]2)[cH:25][cH:26]1.[Cl:55][CH2:56][Cl:57].[Na+:19].[Na+:54]>>[CH2:1]([CH:2]([CH3:3])[CH3:4])[N:40]1[CH2:39][CH2:38][CH:37]([CH2:36][N:32]([CH:30]2[CH2:29][N:28]([CH:27]([c:24]3[cH:23][cH:22][c:21]([Cl:20])[cH:26][cH:25]3)[c:43]3[cH:44][cH:45][c:46]([Cl:49])[cH:47][cH:48]3)[CH2:31]2)[SH:33](=[O:34])=[O:35])[CH2:42][CH2:41]1. Starting materials: CC(=O)NC(Cc1ccc(O)cc1)C(=O)NC(C(=O)N1CC(OCc2ccccc2)CC1C(=O)NC(C=O)CC(=NNC(N)=O)OC(C)(C)C)C(C)C, C=O, CO, CC(=O)O, ClCCl, O=C(O)C(F)(F)F. Yields the product CC(=O)NC(Cc1ccc(O)cc1)C(=O)NC(C(=O)N1CC(OCc2ccccc2)CC1C(=O)NC(C=O)CC(=O)O)C(C)C. Reaction SMILES: [C:1]([O:2][C:3](=[N:4][NH:5][C:6](=[O:7])[NH2:49])[CH2:50][CH:8]([CH:9]=[O:10])[NH:11][C:12]([CH:13]1[N:14]([C:26]([CH:27]([NH:28][C:29]([CH:30]([NH:31][C:32]([CH3:33])=[O:34])[CH2:35][c:36]2[cH:37][cH:38][c:39]([OH:42])[cH:40][cH:41]2)=[O:43])[CH:44]([CH3:45])[CH3:46])=[O:47])[CH2:15][CH:16]([O:18][CH2:19][c:20]2[cH:21][cH:22][cH:23][cH:24][cH:25]2)[CH2:17]1)=[O:48])([CH3:51])([CH3:52])[CH3:53].[CH2:63]=[O:64].[CH3:61][OH:62].[CH3:68][C:69](=[O:70])[OH:71].[Cl:65][CH2:66][Cl:67].[OH:54][C:55](=[O:56])[C:57]([F:58])([F:59])[F:60]>>[CH:8]([CH:9]=[O:10])([NH:11][C:12]([CH:13]1[N:14]([C:26]([CH:27]([NH:28][C:29]([CH:30]([NH:31][C:32]([CH3:33])=[O:34])[CH2:35][c:36]2[cH:37][cH:38][c:39]([OH:42])[cH:40][cH:41]2)=[O:43])[CH:44]([CH3:45])[CH3:46])=[O:47])[CH2:15][CH:16]([O:18][CH2:19][c:20]2[cH:21][cH:22][cH:23][cH:24][cH:25]2)[CH2:17]1)=[O:48])[CH2:57][C:55]([OH:54])=[O:56]. Starting materials: COc1cc2c(-c3cc4cc(F)cnc4n3S(=O)(=O)c3ccc(C)cc3)cn(CCN3CCOCC3)c2cc1OC, CO, [K+], [OH-], O. Product: COc1cc2c(-c3cc4cc(F)cnc4[nH]3)cn(CCN3CCOCC3)c2cc1OC. As a reaction SMILES: [CH3:3][O:4][c:5]1[cH:6][c:7]2[c:8](-[c:24]3[cH:25][c:26]4[c:27]([n:28][cH:29][c:30]([F:32])[cH:31]4)[n:33]3[S:34]([c:35]3[cH:36][cH:37][c:38]([CH3:39])[cH:40][cH:41]3)(=[O:42])=[O:43])[cH:9][n:10]([CH2:16][CH2:17][N:18]3[CH2:19][CH2:20][O:21][CH2:22][CH2:23]3)[c:11]2[cH:12][c:13]1[O:14][CH3:15].[CH3:45][OH:46].[K+:2].[OH-:1].[OH2:44]>>[CH3:3][O:4][c:5]1[cH:6][c:7]2[c:8](-[c:24]3[cH:25][c:26]4[c:27]([n:28][cH:29][c:30]([F:32])[cH:31]4)[nH:33]3)[cH:9][n:10]([CH2:16][CH2:17][N:18]3[CH2:19][CH2:20][O:21][CH2:22][CH2:23]3)[c:11]2[cH:12][c:13]1[O:14][CH3:15]. The reactants are CC(C)C(CS(=O)(=O)N1CCN(c2ncc(-c3ccc(Cl)c(Cl)c3)cn2)CC1)C(=O)N1C(=O)OCC1Cc1ccccc1, CC(C)C(CS(=O)(=O)N1CCN(c2ncc(-c3ccc(F)cc3)cn2)CC1)C(=O)O. Yields the product CC(C)C(CS(=O)(=O)N1CCN(c2ncc(-c3ccc(Cl)c(Cl)c3)cn2)CC1)C(=O)O. RXN SMILES: [CH2:31]([CH:32]1[CH2:33][O:34][C:35](=[O:36])[N:37]1[C:44]([CH:45]([CH:46]([CH3:47])[CH3:48])[CH2:49][S:50](=[O:51])(=[O:52])[N:53]1[CH2:54][CH2:55][N:56]([c:59]2[n:60][cH:61][c:62](-[c:65]3[cH:66][c:67]([Cl:72])[c:68]([Cl:71])[cH:69][cH:70]3)[cH:63][n:64]2)[CH2:57][CH2:58]1)=[O:73])[c:38]1[cH:39][cH:40][cH:41][cH:42][cH:43]1.[F:1][c:2]1[cH:3][cH:4][c:5](-[c:6]2[cH:7][n:8][c:9]([N:10]3[CH2:11][CH2:12][N:13]([S:14]([CH2:15][CH:16]([CH:17]([CH3:18])[CH3:19])[C:20]([OH:22])=[O:23])(=[O:21])=[O:24])[CH2:25][CH2:26]3)[n:27][cH:28]2)[cH:29][cH:30]1>>[O:21]=[C:44]([CH:45]([CH:46]([CH3:47])[CH3:48])[CH2:49][S:50](=[O:51])(=[O:52])[N:53]1[CH2:54][CH2:55][N:56]([c:59]2[n:60][cH:61][c:62](-[c:65]3[cH:66][c:67]([Cl:72])[c:68]([Cl:71])[cH:69][cH:70]3)[cH:63][n:64]2)[CH2:57][CH2:58]1)[OH:73]. Starting materials: C(C)(=O)OCC.CCCCCC (ethyl acetate hexane), CC(CCC(C)=O)=O (2,5-Hexanedione), N[C@H](CO)C ((S)-2-amino-1-propanol). Run in CO (methanol). Product: OC[C@H](C)N1C(=CC=C1C)C ((S)-1-(2-hydroxy-1-methylethyl)-2,5-dimethylpyrrole). Yield: 96.3%. As a reaction SMILES: [CH3:1][C:2](=O)[CH2:3][CH2:4][C:5](=O)[CH3:6].[NH2:9][C@@H:10]([CH3:13])[CH2:11][OH:12].C(OCC)(=O)C.CCCCCC>CO>[OH:12][CH2:11][C@@H:10]([N:9]1[C:2]([CH3:1])=[CH:3][CH:4]=[C:5]1[CH3:6])[CH3:13] |f:2.3|. Procedure details: 2,5-Hexanedione (3.6 mL, 30.7 mmol) was added to a solution of (S)-2-amino-1-propanol (2.44 g, 32.5 mmol) in 15 mL of methanol. The mixture was stirred at reflux for 2 h. After concentrating in vacuo, the residue was dissolved in 100 mL of ethyl acetate and washed with 50 1 mL of saturated aqueous sodium bicarbonate and 50 mL of saturated aqueous sodium chloride. The organic layer was dried (sodium sulfate), decanted, and evaporated to give a yellow solid. Flash column chromatography on 150 g of... Starting materials: Br, CC(C)CC(C)c1ccccc1N, CC(=O)O, [Cu], O=N[O-], [Na+], [Na+], [OH-], O. Yields the product CC(C)CC(C)c1ccccc1Br. Reaction SMILES: [BrH:14].[CH3:1][CH:2]([CH2:3][CH:4]([CH3:5])[CH3:6])[c:7]1[c:8]([NH2:9])[cH:10][cH:11][cH:12][cH:13]1.[CH3:21][C:22](=[O:23])[OH:24].[Cu:25].[N:15]([O-:16])=[O:17].[Na+:18].[Na+:20].[OH-:19].[OH2:26]>>[CH3:1][CH:2]([CH2:3][CH:4]([CH3:5])[CH3:6])[c:7]1[c:8]([Br:14])[cH:10][cH:11][cH:12][cH:13]1. The reactants are CN, COC(=O)C1SCC2OC(C)(C)OC21, C1CCOC1. The product is CNC(=O)C1SCC2OC(C)(C)OC21. Reaction SMILES: [CH3:15][NH2:16].[CH3:1][O:2][C:3](=[O:4])[CH:5]1[S:6][CH2:7][CH:8]2[O:9][C:10]([CH3:13])([CH3:14])[O:11][CH:12]12.[O:17]1[CH2:18][CH2:19][CH2:20][CH2:21]1>>[O:2]=[C:3]([CH:5]1[S:6][CH2:7][CH:8]2[O:9][C:10]([CH3:13])([CH3:14])[O:11][CH:12]12)[NH:16][CH3:15].